Dataset: the Open Reaction Database (ORD), a public repository of structured organic reaction records. Task: describe an organic reaction: reactants, conditions, products, and yield Starting materials: N[C@@H](CC(=O)O)C(=O)O (L-Aspartic acid), [OH-].[Na+] (sodium hydroxide), O(C(=S)SCC)C (Methyl ethyl xanthate), CO (methanol). RXN SMILES: [NH2:1][C@H:2]([C:7]([OH:9])=[O:8])[CH2:3][C:4]([OH:6])=[O:5].[OH-].[Na+].[O:12]([CH3:18])[C:13]([S:15]CC)=S.[CH3:19]O>O>[CH2:18]([O:12][C:13]([NH:1][C@H:2]([C:7]([OH:9])=[O:8])[CH2:3][C:4]([OH:6])=[O:5])=[S:15])[CH3:19] |f:1.2|. Product: C(C)OC(=S)N[C@@H](CC(=O)O)C(=O)O (N-ethoxythiocarbonyl-L-aspartic acid). Reported procedure: L-Aspartic acid (19.95 g, 0.150 mol) was suspended in 15 ml of water at 0° C., and 50% sodium hydroxide solution (24 g, 0.30 mol) was added dropwise with stirring. Methyl ethyl xanthate (22.44 g, 0.165 mol) in 15 ml of methanol was then added in one portion. The mixture was heated at 45° C. for 2 hours, cooled to room temperature, and washed with two portions of ethylene dichloride. The ethylene dichloride washes were discarded and the aqueous phase acidified with concentrated hydrochloric acid ... Isolated yield 89.0%. Solvent: O (water). Reaction conditions: temperature 45 celsius. Reactants: ClCC([C@]1(CC[C@H]2[C@@H]3CCC4=CC(CC[C@]4(C)[C@H]3CC[C@]12C)=O)OC=O)=O (21-chloro-17-formyloxy-4-pregnene-3,20-dione), C([O-])(O)=O.[K+] (potassium bicarbonate), ice water. Run in CO (methanol), O (water). Run at time 1 hour. The product is ClCC([C@]1(CC[C@H]2[C@@H]3CCC4=CC(CC[C@]4(C)[C@H]3CC[C@]12C)=O)O)=O (21-chloro-17-hydroxy-4-pregnene-3,20-dione). Yield: 87.5%. RXN SMILES: [Cl:1][CH2:2][C:3](=[O:27])[C@:4]1([O:24]C=O)[C@:21]2([CH3:22])[C@H:7]([C@H:8]3[C@H:18]([CH2:19][CH2:20]2)[C@:16]2([CH3:17])[C:11](=[CH:12][C:13](=[O:23])[CH2:14][CH2:15]2)[CH2:10][CH2:9]3)[CH2:6][CH2:5]1.C(=O)(O)[O-].[K+]>CO.O>[Cl:1][CH2:2][C:3](=[O:27])[C@:4]1([OH:24])[C@:21]2([CH3:22])[C@H:7]([C@H:8]3[C@H:18]([CH2:19][CH2:20]2)[C@:16]2([CH3:17])[C:11](=[CH:12][C:13](=[O:23])[CH2:14][CH2:15]2)[CH2:10][CH2:9]3)[CH2:6][CH2:5]1 |f:1.2|. Procedure details: At room temperature, 1.6 g of 21-chloro-17-formyloxy-4-pregnene-3,20-dione is stirred in a mixture of 60 ml of methanol and 9 ml of water with 500 mg of potassium bicarbonate. After one hour, the reaction mixture is stirred into ice water. The thus-precipitated product is suctioned off, washed with water, and dried over sodium sulfate, yielding 1.3 g of 21-chloro-17-hydroxy-4-pregnene-3,20-dione; mp 239.4° C. Reactants: ClC1C(OC(CC1=O)(C1CCCC1)CCC1=CC(=C(C=C1)OC)Cl)=O (3-chloro-6-[2-(3-chloro-4-methoxyphenyl)ethyl]-6-cyclopentyldihydro-2H-pyran-2,4(3H)-dione), ClC1=C(C=CC=C1Cl)S (2,3-dichlorothiophenol). Yields the product ClC=1C=C(C=CC1OC)CCC1(CC(=C(C(O1)=O)SC1=C(C(=CC=C1)Cl)Cl)O)C1CCCC1 (6-[2-(3-chloro-4-methoxyphenyl)ethyl]6-cyclopentyl-3-[(2,3-dichlorophenyl)thio]4-hydroxy-5,6-dihydro-2H-pyran-2-one). As a reaction SMILES: Cl[CH:2]1[C:7](=[O:8])[CH2:6][C:5]([CH2:14][CH2:15][C:16]2[CH:21]=[CH:20][C:19]([O:22][CH3:23])=[C:18]([Cl:24])[CH:17]=2)([CH:9]2[CH2:13][CH2:12][CH2:11][CH2:10]2)[O:4][C:3]1=[O:25].[Cl:26][C:27]1[C:32]([Cl:33])=[CH:31][CH:30]=[CH:29][C:28]=1[SH:34]>>[Cl:24][C:18]1[CH:17]=[C:16]([CH2:15][CH2:14][C:5]2([CH:9]3[CH2:10][CH2:11][CH2:12][CH2:13]3)[O:4][C:3](=[O:25])[C:2]([S:34][C:28]3[CH:29]=[CH:30][CH:31]=[C:32]([Cl:33])[C:27]=3[Cl:26])=[C:7]([OH:8])[CH2:6]2)[CH:21]=[CH:20][C:19]=1[O:22][CH3:23]. Procedure details: The title compound was prepared as described in Example C(70), where 3-chloro-6-[2-(3-chloro-4-methoxyphenyl)ethyl]-6-cyclopentyldihydro-2H-pyran-2,4(3H)-dione was used in place of 3-chloro-6-[2-(5-chloro-2,4-dimethoxyphenyl)ethyl]6-cyclopentyldihydro-2H-pyran-2,4(3H)-dione and 2,3-dichlorothiophenol was used in place of 6-hydroxy-8-mercaptopurine monohydrate. Starting materials: CC(C)(C)[Si](C)(C)OCCn1ccc(NC(=O)C(CC2CCOCC2)n2ncc(Oc3c(F)cccc3F)cc2=O)n1, CCO, CCOC(C)=O, Cl. Yields the product O=C(Nc1ccn(CCO)n1)C(CC1CCOCC1)n1ncc(Oc2c(F)cccc2F)cc1=O. RXN SMILES: [C:1]([Si:2]([CH3:3])([CH3:4])[O:6][CH2:7][CH2:8][n:9]1[n:10][c:11]([NH:14][C:15]([CH:16]([CH2:17][CH:18]2[CH2:19][CH2:20][O:21][CH2:22][CH2:23]2)[n:24]2[n:25][cH:26][c:27]([O:31][c:32]3[c:33]([F:39])[cH:34][cH:35][cH:36][c:37]3[F:38])[cH:28][c:29]2=[O:30])=[O:40])[cH:12][cH:13]1)([CH3:5])([CH3:41])[CH3:42].[CH3:44][CH2:45][OH:46].[CH3:47][CH2:48][O:49][C:50](=[O:51])[CH3:52].[ClH:43]>>[OH:6][CH2:7][CH2:8][n:9]1[n:10][c:11]([NH:14][C:15]([CH:16]([CH2:17][CH:18]2[CH2:19][CH2:20][O:21][CH2:22][CH2:23]2)[n:24]2[n:25][cH:26][c:27]([O:31][c:32]3[c:33]([F:39])[cH:34][cH:35][cH:36][c:37]3[F:38])[cH:28][c:29]2=[O:30])=[O:40])[cH:12][cH:13]1. Reactants: CCC(C)=Cc1cccc2c1C(=NNc1ccc(S(N)(=O)=O)cc1)C(=O)N2, CC=C(C)Cc1cccc2c1C(=NNc1ccc(S(N)(=O)=O)cc1)C(=O)N2. The product is CCC(C)Cc1cccc2c1C(=NNc1ccc(S(N)(=O)=O)cc1)C(=O)N2. Reaction SMILES: [CH3:1][C:2](=[CH:3][c:4]1[c:5]2[c:9]([cH:10][cH:11][cH:12]1)[NH:8][C:7](=[O:13])[C:6]2=[N:14][NH:15][c:16]1[cH:17][cH:18][c:19]([S:22](=[O:23])(=[O:24])[NH2:25])[cH:20][cH:21]1)[CH2:26][CH3:27].[CH3:28][C:29](=[CH:30][CH3:31])[CH2:32][c:33]1[cH:34][cH:35][cH:36][c:37]2[c:38]1[C:39](=[N:40][NH:41][c:42]1[cH:43][cH:44][c:45]([S:46]([NH2:47])(=[O:48])=[O:49])[cH:50][cH:51]1)[C:52](=[O:53])[NH:54]2>>[CH3:1][CH:2]([CH2:3][c:4]1[c:5]2[c:9]([cH:10][cH:11][cH:12]1)[NH:8][C:7](=[O:13])[C:6]2=[N:14][NH:15][c:16]1[cH:17][cH:18][c:19]([S:22](=[O:23])(=[O:24])[NH2:25])[cH:20][cH:21]1)[CH2:26][CH3:27]. Yields the product CN(C1=CC=C(C(=O)NC=2C=NC3=CC=CC=C3C2)C=C1)CCC1=CC=CC=C1 (4-(Methyl-phenethyl-amino)-N-quinolin-3-yl-benzamide). As a reaction SMILES: [CH2:1]([NH:9][C:10]1[CH:28]=[CH:27][C:13]([C:14]([NH:16][C:17]2[CH:18]=[N:19][C:20]3[C:25]([CH:26]=2)=[CH:24][CH:23]=[CH:22][CH:21]=3)=[O:15])=[CH:12][CH:11]=1)[CH2:2][C:3]1[CH:8]=[CH:7][CH:6]=[CH:5][CH:4]=1.C=O.[C:31](O[BH-](OC(=O)C)OC(=O)C)(=O)C.C[N+](C)(C)C>ClCCCl>[CH3:31][N:9]([CH2:1][CH2:2][C:3]1[CH:4]=[CH:5][CH:6]=[CH:7][CH:8]=1)[C:10]1[CH:28]=[CH:27][C:13]([C:14]([NH:16][C:17]2[CH:18]=[N:19][C:20]3[C:25]([CH:26]=2)=[CH:24][CH:23]=[CH:22][CH:21]=3)=[O:15])=[CH:12][CH:11]=1 |f:2.3|. Starting materials: C(CC1=CC=CC=C1)NC1=CC=C(C(=O)NC=2C=NC3=CC=CC=C3C2)C=C1 (4-phenethylamino-N-quinolin-3-yl-benzamide), C=O (paraformaldehyde), C(C)(=O)O[BH-](OC(C)=O)OC(C)=O.C[N+](C)(C)C (tetramethylammonium triacetoxyborohydride). Procedure details: A mixture of 4-phenethylamino-N-quinolin-3-yl-benzamide (0.213 g, 0.57 mmol), paraformaldehyde (0.17 g, 5.8 mmol) and tetramethylammonium triacetoxyborohydride (0.37 g, 1.42 mmol) in 1,2-dichloroethane (˜10 mL) was heated at reflux for 6 hours. The resultant solution was washed with saturated aqueous sodium bicarbonate and applied to a flash silica gel column. The product was eluted with ethyl acetate (40%) in hexanes to give the product, 0.2 g (92%). MS: m/z 382 (MH+). 1H NMR (DMSO-d6): 2.90 (t... Run in ClCCCl (1,2-dichloroethane). Starting materials: OC(C(CC)NC(C(CC(N1CCCCC1)=O)CS(=O)(=O)CC1=CC=CC=C1)=O)C=1OC(=NN1)COC (N-{1-[hydroxy-(5-methoxymethyl-[1,3,4]oxadiazol-2-yl)-methyl]-propyl}-4-oxo-2-benzylsulfonylmethyl-4-piperidin-1-yl-butyramide), CC(=O)OI1(C=2C=CC=CC2C(=O)O1)(OC(=O)C)OC(=O)C (Dess-Martin periodinane), [O-]S(=O)(=S)[O-].[Na+].[Na+].C(=O)(O)[O-].[Na+] (Na2S2O3 NaHCO3). Run at time 1 hour. Yields the product COCC1=NN=C(O1)C(=O)C(CC)NC(C(CC(N1CCCCC1)=O)CS(=O)(=O)CC1=CC=CC=C1)=O (N-[1-(5-Methoxymethyl-[1,3,4]oxadiazole-2-carbonyl)-propyl]-4-oxo-2-benzylsulfonylmethyl-4-piperidin-1-yl-butyramide). As a reaction SMILES: [OH:1][CH:2]([C:30]1[O:31][C:32]([CH2:35][O:36][CH3:37])=[N:33][N:34]=1)[CH:3]([NH:6][C:7](=[O:29])[CH:8]([CH2:18][S:19]([CH2:22][C:23]1[CH:28]=[CH:27][CH:26]=[CH:25][CH:24]=1)(=[O:21])=[O:20])[CH2:9][C:10](=[O:17])[N:11]1[CH2:16][CH2:15][CH2:14][CH2:13][CH2:12]1)[CH2:4][CH3:5].CC(OI1(OC(C)=O)(OC(C)=O)OC(=O)C2C=CC=CC1=2)=O.[O-]S([O-])(=S)=O.[Na+].[Na+].C([O-])(O)=O.[Na+]>>[CH3:37][O:36][CH2:35][C:32]1[O:31][C:30]([C:2]([CH:3]([NH:6][C:7](=[O:29])[CH:8]([CH2:18][S:19]([CH2:22][C:23]2[CH:28]=[CH:27][CH:26]=[CH:25][CH:24]=2)(=[O:21])=[O:20])[CH2:9][C:10](=[O:17])[N:11]2[CH2:12][CH2:13][CH2:14][CH2:15][CH2:16]2)[CH2:4][CH3:5])=[O:1])=[N:34][N:33]=1 |f:2.3.4.5.6|. Procedure details: The amide then was treated with Dess-Martin periodinane (180 mg, 0.364 mmol) at room temperature. After stirring for 1 hour, 5 mls of saturated Na2S2O3—NaHCO3 were added. After a further 0.5 hours, the reaction mixture was extracted with ethyl acetate, washed with brine, dried with MgSO4 and concentrated. The residue was purified with silica gel column chromatography to yield 26 mgs of N-[1-(5-Methoxymethyl-[1,3,4]oxadiazole-2-carbonyl)-propyl]-4-oxo-2-benzylsulfonylmethyl-4-piperidin-1-yl-butyr...